Dataset: the Open Reaction Database (ORD), a public repository of structured organic reaction records. Task: describe an organic reaction: reactants, conditions, products, and yield The reactants are Cl (HCl), [OH-].[Na+] (NaOH), B(Cl)(Cl)Cl (BCl3), FC1=C(C=C(C=C1)N)F (1,2-difluoro-4-aminobenzene), C(#N)C=1C=NC=CC1 (3-Cyanopyridine). The solvent is O (water), ClCCl (dichloromethane), ClC=C(Cl)Cl (trichloroethylene). Reaction conditions: time 15 minute. The product is NC1=CC(=C(C=C1C(=O)C=1C=NC=CC1)F)F ((6-Amino-3,4-difluoro-phenyl)-pyridin-3-yl-methanone). Reaction SMILES: B(Cl)(Cl)Cl.[F:5][C:6]1[CH:11]=[CH:10][C:9]([NH2:12])=[CH:8][C:7]=1[F:13].[C:14]([C:16]1[CH:17]=[N:18][CH:19]=[CH:20][CH:21]=1)#N.Cl.[OH-:23].[Na+]>ClC=C(Cl)Cl.O.ClCCl>[NH2:12][C:9]1[C:10]([C:14]([C:16]2[CH:17]=[N:18][CH:19]=[CH:20][CH:21]=2)=[O:23])=[CH:11][C:6]([F:5])=[C:7]([F:13])[CH:8]=1 |f:4.5|. Procedure details: BCl3 (6.2 ml, 1M in DCM) was added dropwise to 1,2-difluoro-4-aminobenzene (0.5 g, 0.004 mol) in trichloroethylene (6.5 ml) at 0° C., the reaction mixture stirred for 15 min, then 3-Cyanopyridine (0.48 g, 0.005 mol) added and the solution warmed to room temperature and stirred for 30 min. The solution was then heated at 80-90° C. for 1 h. The resulting solution was refluxed at 160° C. for 4 hr, then stirred at room temprature over night, then 3N HCl was added to the reaction mixture and again re...